This data is from the Open Reaction Database (ORD), a public repository of structured organic reaction records. The task is: describe an organic reaction: reactants, conditions, products, and yield Solvent: C(Cl)Cl (DCM), C(Cl)Cl (DCM). Procedure: To a mixture of 2,2-dimethyltetrahydro-2H-pyran-4-carbonyl chloride (0.55 g, 3.14 mmol), magnesium bromide diethyl etherate (1.35 g, 5.23 mmol), and 4-chloroacetophenone (0.34 mL, 2.62 mmol) in 12 mL of DCM at RT was added dropwise DIEA (1.45 mL, 7.85 mmol). The mixture was stirred overnight and then diluted with 50 mL of DCM and washed with 1N HCl (100 mL) and brine (100 mL). The organic layer was dried over Na2SO4, concentrated, and the crude product was purified by silica gel chromatography (... RXN SMILES: [CH3:1][C:2]1([CH3:11])[CH2:7][CH:6]([C:8](Cl)=[O:9])[CH2:5][CH2:4][O:3]1.CCOCC.[Mg+2].[Br-].[Br-].[CH3:20][C:21]([C:23]1[CH:28]=[CH:27][C:26]([Cl:29])=[CH:25][CH:24]=1)=[O:22].CCN(C(C)C)C(C)C>C(Cl)Cl>[Cl:29][C:26]1[CH:27]=[CH:28][C:23](/[C:21](/[OH:22])=[CH:20]/[C:8]([CH:6]2[CH2:5][CH2:4][O:3][C:2]([CH3:11])([CH3:1])[CH2:7]2)=[O:9])=[CH:24][CH:25]=1 |f:1.2.3.4|. Yields the product ClC1=CC=C(C=C1)/C(=C/C(=O)C1CC(OCC1)(C)C)/O ((Z)-3-(4-Chlorophenyl)-1-(2,2-dimethyltetrahydro-2H-pyran-4-yl)-3-hydroxyprop-2-en-1-one). Reaction conditions: time 8 hour. Starting materials: CCN(C(C)C)C(C)C (DIEA), CC1(OCCC(C1)C(=O)Cl)C (2,2-dimethyltetrahydro-2H-pyran-4-carbonyl chloride), CCOCC.[Mg+2].[Br-].[Br-] (magnesium bromide diethyl etherate), CC(=O)C1=CC=C(C=C1)Cl (4-chloroacetophenone). Yield: 58.3%. The product is C(CCCCCCCCCCCCCCC)C1=CC2=CC=CC=C2C=C1 (2-hexadecyl naphthalene), C(CCCCCCCCCCCCCCC)(=O)C1=CC2=CC=CC=C2C=C1 (2-Hexadecanoyl naphthalene). Reactants: C(CCCCCCCCCCCCCCC)(=O)C1=CC2=CC=CC=C2C=C1 (2-hexadecanoyl naphthalene), [N+](=O)([O-])C1=CC=CC=C1 (nitrobenzene), 2-hexadecanoyl chloride, C1=CC=CC2=CC=CC=C12 (naphthalene), [Cl-].[Al+3].[Cl-].[Cl-] (aluminium chloride), [N+](=O)([O-])C1=CC=CC=C1 (nitrobenzene). As a reaction SMILES: [C:1]([C:18]1[CH:27]=[CH:26][C:25]2[C:20](=[CH:21][CH:22]=[CH:23][CH:24]=2)[CH:19]=1)(=[O:17])[CH2:2][CH2:3][CH2:4][CH2:5][CH2:6][CH2:7][CH2:8][CH2:9][CH2:10][CH2:11][CH2:12][CH2:13][CH2:14][CH2:15][CH3:16].C1C2C(=CC=CC=2)C=CC=1.[Cl-].[Al+3].[Cl-].[Cl-].[N+](C1C=CC=CC=1)([O-])=O>>[CH2:1]([C:18]1[CH:27]=[CH:26][C:25]2[C:20](=[CH:21][CH:22]=[CH:23][CH:24]=2)[CH:19]=1)[CH2:2][CH2:3][CH2:4][CH2:5][CH2:6][CH2:7][CH2:8][CH2:9][CH2:10][CH2:11][CH2:12][CH2:13][CH2:14][CH2:15][CH3:16].[C:1]([C:18]1[CH:27]=[CH:26][C:25]2[C:20](=[CH:21][CH:22]=[CH:23][CH:24]=2)[CH:19]=1)(=[O:17])[CH2:2][CH2:3][CH2:4][CH2:5][CH2:6][CH2:7][CH2:8][CH2:9][CH2:10][CH2:11][CH2:12][CH2:13][CH2:14][CH2:15][CH3:16] |f:2.3.4.5|. Procedure details: 2-hexadecyl naphthalene was prepared by the Wolff-Kishner reduction of 2-hexadecanoyl naphthalene using the Huaing-Minlon modification (Anderson JACS)(1953) p449). 2-Hexadecanoyl naphthalene was prepared by the Friedel-Craft's reaction between 2-hexadecanoyl chloride (palmitoyl chloride) and naphthalene in the presence of anhydrous aluminium chloride and nitrobenzene using the method of Buu-Hoi & Cagnint (Bull. Soc. Chim., 12 (1945) p307). The presence of nitrobenzene seems to ensure the formati... Starting materials: O (Water), OCCOC1=CC=C(C=C1)C1=C(C(=NC(=C1C#N)S)OC)C#N (4-[4-(2-hydroxyethoxy)phenyl]-2-methoxy-6-sulphanylpyridine-3,5-dicarbonitrile), ClCC=1N=C(SC1)C1=CC=C(C=C1)Cl (4-(chloromethyl)-2-(4-chlorophenyl)-1,3-thiazole), C([O-])(O)=O.[Na+] (sodium bicarbonate). Run in CO (methanol), CN(C)C=O (DMF). Conditions: time 2 minute. Product: ClC1=CC=C(C=C1)C=1SC=C(N1)CSC1=NC(=C(C(=C1C#N)C1=CC=C(C=C1)OCCO)C#N)OC (2-({[2-(4-Chlorophenyl)-1,3-thiazol-4-yl]methyl}sulphanyl)-4-[4-(2-hydroxyethoxy)phenyl]-6-methoxypyridine-3,5-dicarbonitrile). As a reaction SMILES: [OH:1][CH2:2][CH2:3][O:4][C:5]1[CH:10]=[CH:9][C:8]([C:11]2[C:16]([C:17]#[N:18])=[C:15]([SH:19])[N:14]=[C:13]([O:20][CH3:21])[C:12]=2[C:22]#[N:23])=[CH:7][CH:6]=1.Cl[CH2:25][C:26]1[N:27]=[C:28]([C:31]2[CH:36]=[CH:35][C:34]([Cl:37])=[CH:33][CH:32]=2)[S:29][CH:30]=1.C(=O)(O)[O-].[Na+].O>CN(C=O)C.CO>[Cl:37][C:34]1[CH:33]=[CH:32][C:31]([C:28]2[S:29][CH:30]=[C:26]([CH2:25][S:19][C:15]3[C:16]([C:17]#[N:18])=[C:11]([C:8]4[CH:9]=[CH:10][C:5]([O:4][CH2:3][CH2:2][OH:1])=[CH:6][CH:7]=4)[C:12]([C:22]#[N:23])=[C:13]([O:20][CH3:21])[N:14]=3)[N:27]=2)=[CH:36][CH:35]=1 |f:2.3|. Procedure details: 2.095 g (6.399 mmol) of 4-[4-(2-hydroxyethoxy)phenyl]-2-methoxy-6-sulphanylpyridine-3,5-dicarbonitrile together with 1.875 g (7.679 mmol) of 4-(chloromethyl)-2-(4-chlorophenyl)-1,3-thiazole and 1.613 g (19.197 mmol) of sodium bicarbonate in 50 ml of DMF are stirred at room temperature overnight. Water and methanol are added, and the reaction mixture is placed in an ultrasonic bath for 2 minutes. A white solid precipitates out and is filtered off, washed with methanol and dried under high vacuum.... Reactants: CCO, O=C(Nc1ccccc1-c1ccccc1)OC1CCNCC1, C=CC(=O)Nc1cc(C)c(C2OCCO2)cc1C. The product is Cc1cc(C2OCCO2)c(C)cc1NC(=O)CCN1CCC(OC(=O)Nc2ccccc2-c2ccccc2)CC1. As a reaction SMILES: [CH3:41][CH2:42][OH:43].[NH:1]1[CH2:2][CH2:3][CH:4]([O:7][C:8]([NH:9][c:10]2[c:11](-[c:16]3[cH:17][cH:18][cH:19][cH:20][cH:21]3)[cH:12][cH:13][cH:14][cH:15]2)=[O:22])[CH2:5][CH2:6]1.[O:23]1[CH:24]([c:28]2[cH:29][c:30]([CH3:40])[c:31]([NH:35][C:36]([CH:37]=[CH2:38])=[O:39])[cH:32][c:33]2[CH3:34])[O:25][CH2:26][CH2:27]1>>[N:1]1([CH2:38][CH2:37][C:36]([NH:35][c:31]2[c:30]([CH3:40])[cH:29][c:28]([CH:24]3[O:23][CH2:27][CH2:26][O:25]3)[c:33]([CH3:34])[cH:32]2)=[O:39])[CH2:2][CH2:3][CH:4]([O:7][C:8]([NH:9][c:10]2[c:11](-[c:16]3[cH:17][cH:18][cH:19][cH:20][cH:21]3)[cH:12][cH:13][cH:14][cH:15]2)=[O:22])[CH2:5][CH2:6]1. Reactants: C(C1=CC=CC=C1)Br (benzyl bromide), OCC=1OC(=CC(C1OCC1=CC=CC=C1)=O)C (2-hydroxymethyl-3-benzyloxy-6-methyl-pyran-4(1H)-one), OC(CC)C=1OC(=CC(C1O)=O)C (2-(1-hydroxypropyl)-3-hydroxy-6methyl-pyran-4(1H)-one). Yields the product OC(CC)C=1OC(=CC(C1OCC1=CC=CC=C1)=O)C (2-(1′-Hydroxypropyl)-3-benzyloxy-6-methyl-pyran-4(1H)-one), product. The yield is 81.2%. Reaction SMILES: [OH:1][CH2:2][C:3]1[O:4][C:5]([CH3:18])=[CH:6][C:7](=[O:17])[C:8]=1[O:9][CH2:10][C:11]1[CH:16]=[CH:15][CH:14]=[CH:13][CH:12]=1.O[CH:20](C1OC(C)=CC(=O)C=1O)[CH2:21]C.C(Br)C1C=CC=CC=1>>[OH:1][CH:2]([C:3]1[O:4][C:5]([CH3:18])=[CH:6][C:7](=[O:17])[C:8]=1[O:9][CH2:10][C:11]1[CH:16]=[CH:15][CH:14]=[CH:13][CH:12]=1)[CH2:20][CH3:21]. Procedure details: The title compound was prepared by the method outlined for 2-hydroxymethyl-3-benzyloxy-6-methyl-pyran-4(1H)-one, using 7.36 g (40 mmol, 1 eq.) of 2-(1-hydroxypropyl)-3-hydroxy-6methyl-pyran-4(1H)-one and 7.5 g benzyl bromide (44 mmol, 1.1 eq.) to yield the pure product 8.9 g (81.2%) after recrystallisation from CH2Cl2/Pet. ether 40/60, as a white crystalline solid. m.p. 88-89° C. Starting materials: C1COCCO1, CSc1nc(CS(C)(=O)=O)cc(N2CCOCC2)n1, Nc1ccc(B(O)O)cc1, c1ccc(P(c2ccccc2)(c2ccccc2)[Pd](P(c2ccccc2)(c2ccccc2)c2ccccc2)(P(c2ccccc2)(c2ccccc2)c2ccccc2)P(c2ccccc2)(c2ccccc2)c2ccccc2)cc1. The product is CS(=O)(=O)Cc1cc(N2CCOCC2)nc(-c2ccc(N)cc2)n1. RXN SMILES: [CH2:107]1[O:108][CH2:109][CH2:110][O:111][CH2:112]1.[CH3:1][S:2][c:3]1[n:4][c:5]([N:14]2[CH2:15][CH2:16][O:17][CH2:18][CH2:19]2)[cH:6][c:7]([CH2:9][S:10](=[O:11])(=[O:12])[CH3:13])[n:8]1.[NH2:20][c:21]1[cH:22][cH:23][c:24]([B:27]([OH:28])[OH:29])[cH:25][cH:26]1.[cH:30]1[cH:31][cH:32][c:33]([P:34]([Pd:35]([P:36]([c:37]2[cH:38][cH:39][cH:40][cH:41][cH:42]2)([c:43]2[cH:44][cH:45][cH:46][cH:47][cH:48]2)[c:49]2[cH:50][cH:51][cH:52][cH:53][cH:54]2)([P:55]([c:56]2[cH:57][cH:58][cH:59][cH:60][cH:61]2)([c:62]2[cH:63][cH:64][cH:65][cH:66][cH:67]2)[c:68]2[cH:69][cH:70][cH:71][cH:72][cH:73]2)[P:74]([c:75]2[cH:76][cH:77][cH:78][cH:79][cH:80]2)([c:81]2[cH:82][cH:83][cH:84][cH:85][cH:86]2)[c:87]2[cH:88][cH:89][cH:90][cH:91][cH:92]2)([c:93]2[cH:94][cH:95][cH:96][cH:97][cH:98]2)[c:99]2[cH:100][cH:101][cH:102][cH:103][cH:104]2)[cH:105][cH:106]1>>[c:3]1(-[c:24]2[cH:23][cH:22][c:21]([NH2:20])[cH:26][cH:25]2)[n:4][c:5]([N:14]2[CH2:15][CH2:16][O:17][CH2:18][CH2:19]2)[cH:6][c:7]([CH2:9][S:10](=[O:11])(=[O:12])[CH3:13])[n:8]1. The reactants are Cl (hydrochloric acid), CC(C)([O-])C.[K+] (potassium t-butoxide), C(CO)O (ethylene glycol), BrC1CC=2C1=CC=CC2 (1-bromobenzocyclobutene), CC(C)([O-])C.[K+] (potassium t-butoxide). Reaction conditions: temperature 80 celsius, time 8 hour. Yields the product OCCOC1CC=2C1=CC=CC2 (1-(2′-hydroxyethoxy)-benzocyclobutene). Reaction SMILES: CC(C)([O-])C.[K+].Br[CH:8]1[C:11]2=[CH:12][CH:13]=[CH:14][CH:15]=[C:10]2[CH2:9]1.Cl.[CH2:17]([OH:20])[CH2:18][OH:19]>>[OH:19][CH2:18][CH2:17][O:20][CH:8]1[C:11]2=[CH:12][CH:13]=[CH:14][CH:15]=[C:10]2[CH2:9]1 |f:0.1|. Procedure: To 56.1 g of potassium t-butoxide, 150 ml of ethylene glycol was dropwise added in a stream of nitrogen to dissolve potassium t-butoxide completely. To the solution, 45.3 g of 1-bromobenzocyclobutene (synthesized according to a method of DeCamp et al., J. Org. Chem., 1981, 46, 3918) was dropwise added. After the addition was completed, the mixture was heated to 80° C., and stirred for 8 hours. The mixture was cooled to room temperature, and poured into ice-cold water. After adjusting pH to 6 wit... The reactants are CON=C(C(=O)O)C1=C(C=CC=C1)COC1=C(C=CC(=C1)C)C (α-methoxyimino-2-(2,5-dimethylphenoxymethyl)phenylacetic acid), CN(C=O)C (dimethylformamide), C(=O)(Cl)Cl (phosgene). The solvent is C1(=CC=CC=C1)C (toluene). Run at time 2 hour. The product is CON=C(C(=O)Cl)C1=C(C=CC=C1)COC1=C(C=CC(=C1)C)C (α-methoxyimino-2-(2,5-dimethylphenoxymethyl)phenylacetyl chloride). RXN SMILES: [CH3:1][O:2][N:3]=[C:4]([C:8]1[CH:13]=[CH:12][CH:11]=[CH:10][C:9]=1[CH2:14][O:15][C:16]1[CH:21]=[C:20]([CH3:22])[CH:19]=[CH:18][C:17]=1[CH3:23])[C:5](O)=[O:6].CN(C)C=O.C(Cl)([Cl:31])=O>C1(C)C=CC=CC=1>[CH3:1][O:2][N:3]=[C:4]([C:8]1[CH:13]=[CH:12][CH:11]=[CH:10][C:9]=1[CH2:14][O:15][C:16]1[CH:21]=[C:20]([CH3:22])[CH:19]=[CH:18][C:17]=1[CH3:23])[C:5]([Cl:31])=[O:6]. Procedure details: Into 629 g of a toluene solution containing 144.7 g (0.462 mol, E/Z=25/75) of α-methoxyimino-2-(2,5-dimethylphenoxymethyl)phenylacetic acid produced in accordance with Example 5-(1) and 0.338 g (0.0046 mol) of dimethylformamide was introduced 68.5 g (0.692 mol) of phosgene over 10 hours while keeping at 60°-65° C., and the reaction was subsequently allowed to proceed at the same temperature for 2 hours and then at 80° C. for 2 hours. Then, excess phosgene was removed by distillation, followed by... Reactants: CC1=C(C(C(=C(C1=O)C)C)=O)CC(=C)C (3,5,6-trimethyl-2-(2-methyl-2-propenyl)-1,4-benzoquinone), ClC1=CC=C(N)C=C1 (p-chloroaniline), N1=CC=CC=C1 (pyridine). Reagents/catalysts: [Ti](Cl)(Cl)(Cl)Cl (Titanium tetrachloride). Solvent: 1,2-dichloroenhane, ClCCCl (1,2-dichloroethane). Run at temperature 90 celsius, time 45 minute. Yields the product ClC1=CC=C(C=C1)N=C1C(=C(C(C(=C1C)C)=O)CC(=C)C)C (4-(4-Chlorophenylimino)-3,5,6-trimethyl-2-(2-methyl-2-propenyl)-2,5-cyclohexadien-1-one). Isolated yield 96.0%. RXN SMILES: N1C=CC=CC=1.[CH3:7][C:8]1[C:13](=O)[C:12]([CH3:15])=[C:11]([CH3:16])[C:10](=[O:17])[C:9]=1[CH2:18][C:19]([CH3:21])=[CH2:20].[Cl:22][C:23]1[CH:29]=[CH:28][C:26]([NH2:27])=[CH:25][CH:24]=1>ClCCCl.[Ti](Cl)(Cl)(Cl)Cl>[Cl:22][C:23]1[CH:29]=[CH:28][C:26]([N:27]=[C:13]2[C:12]([CH3:15])=[C:11]([CH3:16])[C:10](=[O:17])[C:9]([CH2:18][C:19]([CH3:21])=[CH2:20])=[C:8]2[CH3:7])=[CH:25][CH:24]=1. Reported procedure: Titanium tetrachloride (2.42 ml, 22.1 mmol) was added dropwise to a solution of pyridine (7.13 ml, 88.2 mmol) in 1,2-dichloroethane (40 ml) and, after completion of addition, the reaction mixture was heated under reflux minutes in an argon atmosphere. After cooling of the reaction mixture, to the mixture was added a solution of 3,5,6-trimethyl-2-(2-methyl-2-propenyl)-1,4-benzoquinone (3.00 g, 14.7 mmol) and p-chloroaniline (5.62 g, 44.1 mmol) in 1,2-dichloroenhane (20 ml) and the mixture was sti... Starting materials: F[B-](F)(F)F, COCC(N)c1nc2cc(Br)ccc2[nH]1, C1CCOC1, Cc1cc(C(=O)O)ccc1N1CCOCC1=O, CCN(C(C)C)C(C)C, CN(C)C(On1nnc2ccccc21)=[N+](C)C. The product is COCC(NC(=O)c1ccc(N2CCOCC2=O)c(C)c1)c1nc2cc(Br)ccc2[nH]1. RXN SMILES: [B-:33]([F:34])([F:35])([F:36])[F:37].[Br:18][c:19]1[cH:20][c:21]2[c:22]([nH:23][c:24]([CH:26]([CH2:27][O:28][CH3:29])[NH2:30])[n:25]2)[cH:31][cH:32]1.[CH2:64]1[O:65][CH2:66][CH2:67][CH2:68]1.[CH3:1][c:2]1[cH:3][c:4]([C:5](=[O:6])[OH:7])[cH:8][cH:9][c:10]1[N:11]1[C:12](=[O:17])[CH2:13][O:14][CH2:15][CH2:16]1.[CH:55]([N:56]([CH2:57][CH3:58])[CH:59]([CH3:60])[CH3:61])([CH3:62])[CH3:63].[n:38]1([O:39][C:40]([N:41]([CH3:42])[CH3:43])=[N+:44]([CH3:45])[CH3:46])[c:47]2[cH:48][cH:49][cH:50][cH:51][c:52]2[n:53][n:54]1>>[CH3:1][c:2]1[cH:3][c:4]([C:5](=[O:7])[NH:30][CH:26]([c:24]2[nH:23][c:22]3[c:21]([cH:20][c:19]([Br:18])[cH:32][cH:31]3)[n:25]2)[CH2:27][O:28][CH3:29])[cH:8][cH:9][c:10]1[N:11]1[C:12](=[O:17])[CH2:13][O:14][CH2:15][CH2:16]1.